Dataset: the Open Reaction Database (ORD), a public repository of structured organic reaction records. Task: describe an organic reaction: reactants, conditions, products, and yield Procedure details: Starting materials: 2,6,10,14,18-pentamethyl-22-oxo-2,6,10,14,18-tricosapentaenoic acid and imidazole (imidazole/pyridine solution). The reactants are CC(C(=O)O)=CCCC(=CCCC(=CCCC(=CCCC(=CCCC(C)=O)C)C)C)C (2,6,10,14,18-pentamethyl-22-oxo-2,6,10,14,18-tricosapentaenoic acid), N1C=NC=C1 (imidazole). RXN SMILES: [CH3:1][C:2](=[CH:6][CH2:7][CH2:8][C:9]([CH3:31])=[CH:10][CH2:11][CH2:12][C:13]([CH3:30])=[CH:14][CH2:15][CH2:16][C:17]([CH3:29])=[CH:18][CH2:19][CH2:20][C:21]([CH3:28])=[CH:22][CH2:23][CH2:24][C:25](=[O:27])[CH3:26])[C:3]([OH:5])=O.[NH:32]1[CH:36]=[CH:35][N:34]=[CH:33]1>>[CH3:1][C:2](=[CH:6][CH2:7][CH2:8][C:9]([CH3:31])=[CH:10][CH2:11][CH2:12][C:13]([CH3:30])=[CH:14][CH2:15][CH2:16][C:17]([CH3:29])=[CH:18][CH2:19][CH2:20][C:21]([CH3:28])=[CH:22][CH2:23][CH2:24][C:25](=[O:27])[CH3:26])[C:3]([N:32]1[CH:36]=[CH:35][N:34]=[CH:33]1)=[O:5]. Yields the product CC(C(=O)N1C=NC=C1)=CCCC(=CCCC(=CCCC(=CCCC(=CCCC(C)=O)C)C)C)C (N-(2,6,10,14,18-pentamethyl-22-oxo-2,6,10,14,18-tricosapentaenoyl)imidazole). Starting materials: C1(CCCCC1)S(=O)(=O)C1=NC=C(C=C1)N (2-Cyclohexylsulfonyl-5-aminopyridine), COC1=C(C(=O)N=C=O)C(=CC=C1)OC (2,6-dimethoxybenzoyl isocyanate), CN(C)C=O (DMF). Solvent: O (water). Product: COC1=C(C(=O)NC(=O)NC=2C=NC(=CC2)S(=O)(=O)C2CCCCC2)C(=CC=C1)OC (1-(2,6-Dimethoxybenzoyl)-3-(6-Cyclohexylsulfonyl-3-Pyridinyl)Urea). RXN SMILES: [CH:1]1([S:7]([C:10]2[CH:15]=[CH:14][C:13]([NH2:16])=[CH:12][N:11]=2)(=[O:9])=[O:8])[CH2:6][CH2:5][CH2:4][CH2:3][CH2:2]1.[CH3:17][O:18][C:19]1[CH:29]=[CH:28][CH:27]=[C:26]([O:30][CH3:31])[C:20]=1[C:21]([N:23]=[C:24]=[O:25])=[O:22].CN(C=O)C>O>[CH3:31][O:30][C:26]1[CH:27]=[CH:28][CH:29]=[C:19]([O:18][CH3:17])[C:20]=1[C:21]([NH:23][C:24]([NH:16][C:13]1[CH:12]=[N:11][C:10]([S:7]([CH:1]2[CH2:2][CH2:3][CH2:4][CH2:5][CH2:6]2)(=[O:8])=[O:9])=[CH:15][CH:14]=1)=[O:25])=[O:22]. Procedure details: 2-Cyclohexylsulfonyl-5-aminopyridine (1.0 gram) and 2,6-dimethoxybenzoyl isocyanate (0.9 gram) were mixed in 50 ml. of DMF and stirred at room temperature overnight (about 18 hours). The reaction mixture was then poured into water and filtered to separate the product. It was crystallized from ethyl acetate-hexanes, yield 0.5 gram, m.p., 123°-125° C. Reactants: CCO, Cl, O=Cc1cccc(I)c1F, NO. The product is ON=Cc1cccc(I)c1F. RXN SMILES: [CH3:14][CH2:15][OH:16].[ClH:1].[F:4][c:5]1[c:6]([CH:7]=[O:8])[cH:9][cH:10][cH:11][c:12]1[I:13].[NH2:2][OH:3]>>[N:2]([OH:3])=[CH:7][c:6]1[c:5]([F:4])[c:12]([I:13])[cH:11][cH:10][cH:9]1.